This data is from the Open Reaction Database (ORD), a public repository of structured organic reaction records. The task is: describe an organic reaction: reactants, conditions, products, and yield Reactants: C(C)OC(COC1=CC(=CC=C1)NC(C1=C(C=CC(=C1)Br)F)=O)=O ([3-(5-Bromo-2-fluoro-benzoylamino)-phenoxy]-acetic acid ethyl ester), ClC=1C=C(C=CC1)B(O)O (3-chloro-phenylboronic acid). The product is ClC=1C=C(C=CC1)C1=CC(=C(C=C1)F)C(=O)NC=1C=C(OCC(=O)O)C=CC1 ({3-[(3′-Chloro-4-fluoro-biphenyl-3-carbonyl)-amino]-phenoxy}-acetic acid). Reaction SMILES: C([O:3][C:4](=[O:24])[CH2:5][O:6][C:7]1[CH:12]=[CH:11][CH:10]=[C:9]([NH:13][C:14](=[O:23])[C:15]2[CH:20]=[C:19](Br)[CH:18]=[CH:17][C:16]=2[F:22])[CH:8]=1)C.[Cl:25][C:26]1[CH:27]=[C:28](B(O)O)[CH:29]=[CH:30][CH:31]=1>>[Cl:25][C:26]1[CH:31]=[C:30]([C:19]2[CH:18]=[CH:17][C:16]([F:22])=[C:15]([C:14]([NH:13][C:9]3[CH:8]=[C:7]([CH:12]=[CH:11][CH:10]=3)[O:6][CH2:5][C:4]([OH:3])=[O:24])=[O:23])[CH:20]=2)[CH:29]=[CH:28][CH:27]=1. Procedure details: The phenyl bromide (139) (50 mg, 0.13 mmol) was coupled to 3-chloro-phenylboronic acid (20 mg, 0.13 mmol) using Method E. During this reaction, hydrolysis occurred and the residue was extracted using Work-up E1. The crude product was then triturated with TBME (2 ml), DCM (2 ml), and recrystallised from a hot 10% EtOH in H2O mixture to give the title compound. Reactants: [OH-].[K+] (KOH), ClC1=C(C(=O)NC2CCC3=CC=C(C=C23)C(=O)N2CC3(CC2)CCN(CC3)C(C(F)(F)F)=O)C=CC=C1 (2-chloro-N-(6-(8-(2,2,2-trifluoroacetyl)-2,8-diazaspiro[4.5]decane-2-carbonyl)-2,3-dihydro-1H-inden-1-yl)benzamide). Run in CO (MeOH). Run at time 5 hour. The product is C1N(CCC12CCNCC2)C(=O)C2=CC=C1CCC(C1=C2)NC(C2=C(C=CC=C2)Cl)=O (N-(6-(2,8-Diazaspiro[4.5]decane-2-carbonyl)-2,3-dihydro-1H-inden-1-yl)-2-chlorobenzamide). As a reaction SMILES: [OH-].[K+].[Cl:3][C:4]1[CH:39]=[CH:38][CH:37]=[CH:36][C:5]=1[C:6]([NH:8][CH:9]1[C:17]2[C:12](=[CH:13][CH:14]=[C:15]([C:18]([N:20]3[CH2:24][CH2:23][C:22]4([CH2:29][CH2:28][N:27](C(=O)C(F)(F)F)[CH2:26][CH2:25]4)[CH2:21]3)=[O:19])[CH:16]=2)[CH2:11][CH2:10]1)=[O:7]>CO>[CH2:21]1[C:22]2([CH2:29][CH2:28][NH:27][CH2:26][CH2:25]2)[CH2:23][CH2:24][N:20]1[C:18]([C:15]1[CH:16]=[C:17]2[C:12]([CH2:11][CH2:10][CH:9]2[NH:8][C:6](=[O:7])[C:5]2[CH:36]=[CH:37][CH:38]=[CH:39][C:4]=2[Cl:3])=[CH:13][CH:14]=1)=[O:19] |f:0.1|. Procedure details: 2 M KOH solution (4 ml) was added to a stirred solution of 2-chloro-N-(6-(8-(2,2,2-trifluoroacetyl)-2,8-diazaspiro[4.5]decane-2-carbonyl)-2,3-dihydro-1H-inden-1-yl)benzamide (200 mg, 0.374 mmol, 1 eq.) in MeOH (4 ml) and the mixture was stirred for 5 h. Methanol was removed under reduced pressure and it was diluted with EtOAc (100 ml) and washed with water (10 ml) and brine (20 ml). The organic layer was dried over sodium sulfate, filtered and concentrated to dryness. The crude material was used... The reactants are C(CC)N(C1CC=2C=3C(CNC3C=CC2C(=O)N)C1)CCC (4-(di-n-propyl)amino-6-aminocarbonyl-1,2,2a,3,4,5-hexahydrobenz[cd]indole). Reagents/catalysts: [Pd] (palladium on carbon), [O-2].[O-2].[Mn+4] (manganese dioxide). Solvent: CO (methanol), C(C)(=O)O (acetic acid). Product: C(CC)N(C1CC=2C=3C(=CNC3C=CC2C(=O)N)C1)CCC (4-(di-n-propyl)amino-6-aminocarbonyl-1,3,4,5-tetrahydrobenz[cd]indole). RXN SMILES: [CH2:1]([N:4]([CH2:20][CH2:21][CH3:22])[CH:5]1[CH2:19][CH:9]2[CH2:10][NH:11][C:12]3[CH:13]=[CH:14][C:15]([C:16]([NH2:18])=[O:17])=[C:7]([C:8]=32)[CH2:6]1)[CH2:2][CH3:3]>C(O)(=O)C.[Pd].CO.[O-2].[O-2].[Mn+4]>[CH2:20]([N:4]([CH2:1][CH2:2][CH3:3])[CH:5]1[CH2:19][C:9]2=[CH:10][NH:11][C:12]3[CH:13]=[CH:14][C:15]([C:16]([NH2:18])=[O:17])=[C:7]([C:8]=32)[CH2:6]1)[CH2:21][CH3:22] |f:4.5.6|. Procedure: The following enantiomer of the compound of Formula I ##STR9## can be prepared from the compound of Formula VII by reaction with an approximately equimolar mixture of carbon monoxide and ammonia in the presence of a catalyst, preferably a palladium catalyst such as bis(triphenylphosphine)palladium chloride or bis(triphenylphosphine)palladium bromide. The catalyst is preferably present in a ratio of about 0.05 mole per mole of reaction substrate. The preferred solvent is toluene, and the concentr... As a reaction SMILES: [CH:1]12[CH:2]([N:11]3[NH:12][C:13]([CH3:16])([CH3:17])[C:14]3=[O:15])[CH:3]3[CH2:4][CH:5]([CH2:6][CH:7]([CH2:8]1)[CH2:9]3)[CH2:10]2.[Cl:23][c:24]1[cH:25][cH:26][cH:27][cH:28][cH:29]1.[S:18](=[O:19])(=[O:20])([Cl:21])[Cl:22]>>[CH:1]12[CH:2]([N:11]3[N:12]([S:18](=[O:19])(=[O:20])[c:25]4[c:24]([Cl:23])[cH:29][cH:28][cH:27][cH:26]4)[C:13]([CH3:16])([CH3:17])[C:14]3=[O:15])[CH:3]3[CH2:4][CH:5]([CH2:6][CH:7]([CH2:8]1)[CH2:9]3)[CH2:10]2. Starting materials: CC1(C)NN(C2C3CC4CC(C3)CC2C4)C1=O, Clc1ccccc1, O=S(=O)(Cl)Cl. Product: CC1(C)C(=O)N(C2C3CC4CC(C3)CC2C4)N1S(=O)(=O)c1ccccc1Cl. Starting materials: C(C)(C)(C)OC(N[C@@H](CCC)CNC(=O)C1=NC(=C(N=C1N)N)Cl)=O (((S)-1-{[(3,5-diamino-6-chloro-pyrazine-2-carbonyl)-amino]-methyl}-butyl)-carbamic acid tert-butyl ester), Cl (HCl), solution. Run in O1CCOCC1 (1,4-dioxane), O1CCOCC1 (1,4-dioxane). Conditions: time 16 hour. Yields the product Cl.N[C@H](CNC(=O)C1=NC(=C(N=C1N)N)Cl)CCC (3,5-Diamino-6-chloro-pyrazine-2-carboxylic acid ((S)-2-amino-pentyl)-amide hydrochloride). As a reaction SMILES: C(OC(=O)[NH:7][C@H:8]([CH2:12][NH:13][C:14]([C:16]1[C:21]([NH2:22])=[N:20][C:19]([NH2:23])=[C:18]([Cl:24])[N:17]=1)=[O:15])[CH2:9][CH2:10][CH3:11])(C)(C)C.Cl>O1CCOCC1>[ClH:24].[NH2:7][C@@H:8]([CH2:9][CH2:10][CH3:11])[CH2:12][NH:13][C:14]([C:16]1[C:21]([NH2:22])=[N:20][C:19]([NH2:23])=[C:18]([Cl:24])[N:17]=1)=[O:15] |f:3.4|. Procedure details: To a solution of ((S)-1-{[(3,5-diamino-6-chloro-pyrazine-2-carbonyl)-amino]-methyl}-butyl)-carbamic acid tert-butyl ester (1.30 g, 3.49 mmol) in 1,4-dioxane (20 mL) is added HCl (50 mL of a 4 M solution in 1,4-dioxane, 200 mmol) and the reaction mixture is stirred at RT for 16 h. The reaction mixture is concentrated in vacuo and the yellow solid obtained is triturated with diethyl ether; the diethyl ether layer is decanted and the product is dissolved in a minimal volume of MeOH and is precipita... The reactants are CCO, CCOC(=O)Cc1cc(Cl)c(N)cc1Cl, [Na+], [OH-], O. The product is Nc1cc(Cl)c(CC(=O)O)cc1Cl. As a reaction SMILES: [CH3:16][CH2:17][OH:18].[NH2:1][c:2]1[cH:3][c:4]([Cl:15])[c:5]([CH2:9][C:10](=[O:11])[O:12][CH2:13][CH3:14])[cH:6][c:7]1[Cl:8].[Na+:20].[OH-:19].[OH2:21]>>[NH2:1][c:2]1[cH:3][c:4]([Cl:15])[c:5]([CH2:9][C:10](=[O:11])[OH:12])[cH:6][c:7]1[Cl:8].